This data is from the Open Reaction Database (ORD), a public repository of structured organic reaction records. The task is: describe an organic reaction: reactants, conditions, products, and yield Starting materials: ClCCNC(=O)N(C1[C@H](O)[C@@H](O)[C@@H](O)CO1)C(C)C (1-(2-chloroethyl)-3-isopropyl-3-L-arabinopyranosylurea), C([O-])([O-])=O.[Na+].[Na+] (sodium carbonate), [N+](=O)([N+](=O)[O-])[O-] (nitrogen tetroxide). Solvent: O1CCCC1 (tetrahydrofuran), C(Cl)Cl (methylene chloride). The product is ClCCN(C(=O)N(C1[C@H](O)[C@@H](O)[C@@H](O)CO1)C(C)C)N=O (1-(2-chloroethyl)-1-nitroso-3-isopropyl-3-L-arabinopyranosylurea). Yield: 72.9%. As a reaction SMILES: [Cl:1][CH2:2][CH2:3][NH:4][C:5]([N:7]([CH:17]([CH3:19])[CH3:18])[CH:8]1[O:16][CH2:15][C@H:13]([OH:14])[C@H:11]([OH:12])[C@H:9]1[OH:10])=[O:6].C(=O)([O-])[O-].[Na+].[Na+].[N+:26]([O-])([N+]([O-])=O)=[O:27]>O1CCCC1.C(Cl)Cl>[Cl:1][CH2:2][CH2:3][N:4]([N:26]=[O:27])[C:5]([N:7]([CH:17]([CH3:19])[CH3:18])[CH:8]1[O:16][CH2:15][C@H:13]([OH:14])[C@H:11]([OH:12])[C@H:9]1[OH:10])=[O:6] |f:1.2.3|. Procedure: 3.0 g of 1-(2-chloroethyl)-3-isopropyl-3-L-arabinopyranosylurea are dissolved in a mixture of 80 ml of tetrahydrofuran and 80 ml of methylene chloride, and 15 g of sodium carbonate anhydrate are added thereto. 5 g of nitrogen tetroxide gas are introduced into the mixture for 10 minutes under ice-cooling. The mixture is treated in the same manner as described in Example 2. 2.4 g of 1-(2-chloroethyl)-1-nitroso-3-isopropyl-3-L-arabinopyranosylurea are thereby obtained as yellow caramel. Starting materials: Nc1ncc(Br)nc1Cl, O=C([O-])[O-], Cc1ccc(S(=O)(=O)N2CCOCC2)cc1B(O)O, CCCC(C)C, CCOC(C)=O, COCCOC, ClCCl, [Na+], [Na+]. Yields the product Cc1ccc(S(=O)(=O)N2CCOCC2)cc1-c1cnc(N)c(Cl)n1. Reaction SMILES: [Br:1][c:2]1[n:3][c:4]([Cl:9])[c:5]([NH2:8])[n:6][cH:7]1.[C:29](=[O:30])([O-:31])[O-:32].[CH3:10][c:11]1[c:12]([B:26]([OH:27])[OH:28])[cH:13][c:14]([S:17](=[O:18])(=[O:19])[N:20]2[CH2:21][CH2:22][O:23][CH2:24][CH2:25]2)[cH:15][cH:16]1.[CH3:35][CH2:36][CH2:37][CH:38]([CH3:39])[CH3:40].[CH3:44][CH2:45][O:46][C:47](=[O:48])[CH3:49].[CH3:50][O:51][CH2:52][CH2:53][O:54][CH3:55].[Cl:41][CH2:42][Cl:43].[Na+:33].[Na+:34]>>[c:2]1(-[c:12]2[c:11]([CH3:10])[cH:16][cH:15][c:14]([S:17](=[O:18])(=[O:19])[N:20]3[CH2:21][CH2:22][O:23][CH2:24][CH2:25]3)[cH:13]2)[n:3][c:4]([Cl:9])[c:5]([NH2:8])[n:6][cH:7]1. The reactants are [Li]CCCC, C1CCOC1, CN(C)P(=O)(N(C)C)N(C)C, CCOC(=O)C1CCC1, CC(C)NC(C)C, ClCOCc1ccccc1, O. Product: CCOC(=O)C1(COCc2ccccc2)CCC1. Reaction SMILES: [CH2:1]([Li:2])[CH2:3][CH2:4][CH3:5].[CH2:43]1[O:44][CH2:45][CH2:46][CH2:47]1.[CH3:13][N:14]([CH3:15])[P:16]([N:17]([CH3:18])[CH3:19])([N:20]([CH3:21])[CH3:22])=[O:23].[CH:24]1([C:28](=[O:29])[O:30][CH2:31][CH3:32])[CH2:25][CH2:26][CH2:27]1.[CH:6]([NH:7][CH:8]([CH3:9])[CH3:10])([CH3:11])[CH3:12].[Cl:33][CH2:34][O:35][CH2:36][c:37]1[cH:38][cH:39][cH:40][cH:41][cH:42]1.[OH2:48]>>[C:24]1([C:28](=[O:29])[O:30][CH2:31][CH3:32])([CH2:34][O:35][CH2:36][c:37]2[cH:38][cH:39][cH:40][cH:41][cH:42]2)[CH2:25][CH2:26][CH2:27]1.